describe an organic reaction: reactants, conditions, products, and yield From a dataset of the Open Reaction Database (ORD), a public repository of structured organic reaction records. Reactants: CC=CCBr, C[O-], [Na+], O, CCCOC(=O)CNC(=O)Nc1ccc(C(C)=NO)cc1. Product: CC=CCON=C(C)c1ccc(NC(=O)NCC(=O)OCCC)cc1. Reaction SMILES: [CH2:25]([CH:26]=[CH:27][CH3:28])[Br:29].[CH3:22][O-:23].[Na+:24].[OH2:30].[OH:1][N:2]=[C:3]([CH3:4])[c:5]1[cH:6][cH:7][c:8]([NH:11][C:12](=[O:13])[NH:14][CH2:15][C:16](=[O:17])[O:18][CH2:19][CH2:20][CH3:21])[cH:9][cH:10]1>>[O:1]([N:2]=[C:3]([CH3:4])[c:5]1[cH:6][cH:7][c:8]([NH:11][C:12](=[O:13])[NH:14][CH2:15][C:16](=[O:17])[O:18][CH2:19][CH2:20][CH3:21])[cH:9][cH:10]1)[CH2:25][CH:26]=[CH:27][CH3:28]. Reactants: [N+](=O)([O-])C=1C=C2CC(NC2=CC1)=O (5-nitroindolin-2-one), CO (methanol), C(C)(=O)O (acetic acid). Reagents/catalysts: [Pd] (Pd/C). Run at temperature 40 celsius. The product is NC=1C=C2C(C(NC2=CC1)=O)(C)C (5-Amino-3,3-dimethylindolin-2-one). As a reaction SMILES: [N+:1]([C:4]1[CH:5]=[C:6]2[C:10](=[CH:11][CH:12]=1)[NH:9][C:8](=O)[CH2:7]2)([O-])=O.[CH3:14][OH:15].[C:16](O)(=O)C>[Pd]>[NH2:1][C:4]1[CH:5]=[C:6]2[C:10](=[CH:11][CH:12]=1)[NH:9][C:14](=[O:15])[C:7]2([CH3:16])[CH3:8]. Procedure: A suspension of 100 g. (0.48 mol) 5-nitroindolin-2-one in 2500 ml. methanol with 200 ml. glacial acetic acid is hydrogenated, while stirring well, at 40° C. in the presence of 10 g. of 10% Pd/C. The subsequently clear solution is freed from catalyst by suction filtration and the filtrate is evaporated. Yield: 82 g. (96% of theory); m.p. 185°-191° C. (HCl-salt from methanol). The reactants are BrC=1C(=NC=CC1)F (3-bromo-2-fluoropyridine), CC1(OB(OC1(C)C)C1=CC=NC=C1)C (4-(4,4,5,5-tetramethyl-1,3,2-dioxaborolan-2-yl)pyridine), C([O-])([O-])=O.[Cs+].[Cs+] (cesium carbonate). The reagents and catalysts are Cl[Pd]([P](C1=CC=CC=C1)(C2=CC=CC=C2)C3=CC=CC=C3)([P](C4=CC=CC=C4)(C5=CC=CC=C5)C6=CC=CC=C6)Cl (trans-dichlorobis(triphenylphosphine)palladium(ii)). Run in O (water), COCCOC (1,2-dimethoxyethane). Product: FC1=NC=CC=C1C1=CC=NC=C1 (2-fluoro-3-(pyridin-4-yl)pyridine). Reaction SMILES: Br[C:2]1[C:3]([F:8])=[N:4][CH:5]=[CH:6][CH:7]=1.CC1(C)C(C)(C)OB([C:17]2[CH:22]=[CH:21][N:20]=[CH:19][CH:18]=2)O1.C(=O)([O-])[O-].[Cs+].[Cs+]>COCCOC.O.Cl[Pd](Cl)([P](C1C=CC=CC=1)(C1C=CC=CC=1)C1C=CC=CC=1)[P](C1C=CC=CC=1)(C1C=CC=CC=1)C1C=CC=CC=1>[F:8][C:3]1[C:2]([C:17]2[CH:22]=[CH:21][N:20]=[CH:19][CH:18]=2)=[CH:7][CH:6]=[CH:5][N:4]=1 |f:2.3.4,^1:39,58|. Procedure: To a 50 mL round-bottomed flask was added 3-bromo-2-fluoropyridine (1.0135 g, 5.759 mmol), 4-(4,4,5,5-tetramethyl-1,3,2-dioxaborolan-2-yl)pyridine (1.4577 g, 7.141 mmol), and trans-dichlorobis(triphenylphosphine)palladium(ii) (0.2138 g, 0.2879 mmol) in 1,2-dimethoxyethane. An aqueous solution of cesium carbonate (1.567 mL, 15.55 mmol) was added and the temperature was brought to 80° C. The reaction was monitored by LCMS to completion. The reaction mixture was diluted with water (10 mL) and extra... Reactants: CS(=O)(=O)OCC1CCCN(C(=O)OCc2ccccc2)C1, CS(C)=O, N#C[Na], O. The product is N#CCC1CCCN(C(=O)OCc2ccccc2)C1. Reaction SMILES: [CH2:1]([c:2]1[cH:3][cH:4][cH:5][cH:6][cH:7]1)[O:8][C:9](=[O:10])[N:11]1[CH2:12][CH:13]([CH2:17][O:18][S:19]([CH3:20])(=[O:21])=[O:22])[CH2:14][CH2:15][CH2:16]1.[CH3:27][S:28]([CH3:29])=[O:30].[Na:23][C:24]#[N:25].[OH2:26]>>[CH2:1]([c:2]1[cH:3][cH:4][cH:5][cH:6][cH:7]1)[O:8][C:9](=[O:10])[N:11]1[CH2:12][CH:13]([CH2:17][C:24]#[N:25])[CH2:14][CH2:15][CH2:16]1.